Dataset: the Open Reaction Database (ORD), a public repository of structured organic reaction records. Task: describe an organic reaction: reactants, conditions, products, and yield Reported procedure: A mixture of 2,2-difluorosuccinic acid (1.15 g, 7.46 mmol), thionyl chloride (4 mL, 20.6 mmol) and benzene (4 mL) was heated at reflux for 2.5 h. The mixture was filtered and the filtrate was concentrated to afford the title product as an oil that crystallized on standing (838 mg, 6.16 mmol, 83% yield). Starting materials: FC(C(=O)O)(CC(=O)O)F (2,2-difluorosuccinic acid), S(=O)(Cl)Cl (thionyl chloride). Yields the product FC1(C(=O)OC(C1)=O)F (2,2-Difluorosuccinic anhydride). As a reaction SMILES: [F:1][C:2]([F:10])([CH2:6][C:7]([OH:9])=[O:8])[C:3](O)=[O:4].S(Cl)(Cl)=O>C1C=CC=CC=1>[F:1][C:2]1([F:10])[CH2:6][C:7](=[O:9])[O:8][C:3]1=[O:4]. Isolated yield 83.0%. Run in C1=CC=CC=C1 (benzene). The reactants are Cl.CNC (Dimethylamine hydrochloride), C(#N)[BH3-].[Na+] (sodium cyanoborohydride), C(C1=CC=CC=C1)C(C(N1CCC(CC1)=O)=O)NC(=O)C=1NC2=CC=C(C=C2C1)Cl (5-chloro-1H-indole-2-carboxylic acid [1-benzyl-2-oxo-2-(4-oxo-piperidin-1-yl)-ethyl]-amide), C(C)(=O)[O-].[Na+] (sodium acetate), 3A. Solvent: CO (methanol). Reaction conditions: time 18 hour. Yields the product C(C1=CC=CC=C1)C(C(=O)N1CCC(CC1)NC)NC(=O)C=1NC2=CC=C(C=C2C1)Cl (5-Chloro-1H-indole-2-carboxylic acid [1-benzyl-2-(4-methylamino-piperidin-1-yl)-2-oxo-ethyl]-amide). Isolated yield 82.0%. Reaction SMILES: Cl.[CH3:2][NH:3]C.C([O-])(=O)C.[Na+].C([BH3-])#N.[Na+].[CH2:14]([CH:21]([NH:31][C:32]([C:34]1[NH:35][C:36]2[C:41]([CH:42]=1)=[CH:40][C:39]([Cl:43])=[CH:38][CH:37]=2)=[O:33])[C:22](=[O:30])[N:23]1[CH2:28][CH2:27][C:26](=O)[CH2:25][CH2:24]1)[C:15]1[CH:20]=[CH:19][CH:18]=[CH:17][CH:16]=1>CO>[CH2:14]([CH:21]([NH:31][C:32]([C:34]1[NH:35][C:36]2[C:41]([CH:42]=1)=[CH:40][C:39]([Cl:43])=[CH:38][CH:37]=2)=[O:33])[C:22]([N:23]1[CH2:28][CH2:27][CH:26]([NH:3][CH3:2])[CH2:25][CH2:24]1)=[O:30])[C:15]1[CH:20]=[CH:19][CH:18]=[CH:17][CH:16]=1 |f:0.1,2.3,4.5|. Procedure details: Dimethylamine hydrochloride (1.1 mmol), sodium acetate (2.1 mmol), activated 3A molecular seives, and sodium cyanoborohydride (0.25 mmol) were added in this order to 5-chloro-1H-indole-2-carboxylic acid [1-benzyl-2-oxo-2-(4-oxo-piperidin-1-yl)-ethyl]-amide (0.21 mmol) in methanol (2 mL) at 0° C. After 18 hours, the mixture was concentrated, the residue taken up in ethyl acetate, the resulting solution washed with 2N NaOH and brine, dried with Na2SO4 and concentrated. The product was purified by ... The solvent is C1(=CC=CC=C1)C (Toluene), C1(=CC=CC=C1)C (Toluene). Run at temperature 120 celsius, time 10 minute. The yield is 67.5%. Product: ClC1=NC=CC=C1N1CCOCC1 (4-(2-chloropyridin-3-yl)morpholine). The reactants are N1CCOCC1 (morpholine), ClC1=NC=CC=C1I (2-chloro-3-iodopyridine), C(=O)([O-])[O-].[Cs+].[Cs+] (Cs2CO3), C=1C=CC(=CC1)P(C=2C=CC=CC2)C3=CC=C4C=CC=CC4=C3C5=C6C=CC=CC6=CC=C5P(C=7C=CC=CC7)C=8C=CC=CC8 (rac-BINAP). Reagents/catalysts: CC(=O)[O-].CC(=O)[O-].[Pd+2] (Pd(OAc)2). Procedure: A 2-dram vial equipped with a stirbar was charged with Pd(OAc)2 (0.234 g, 1.044 mmol) and rac-BINAP (0.683 g, 1.096 mmol) as solids. Toluene (4 mL) was added via syringe, and the mixture was stirred for 10 min while being degassed with argon, and until a uniform tan suspension resulted. A 100-mL round-bottom flask was charged with 2-chloro-3-iodopyridine (1.25 g, 5.22 mmol) and Cs2CO3 (7.14 g, 21.93 mmol). Toluene (34.8 mL) was added followed by morpholine (0.542 ml, 6.26 mmol). This solution wa... Reaction SMILES: C1C=CC(P(C2C(C3C(P(C4C=CC=CC=4)C4C=CC=CC=4)=CC=C4C=3C=CC=C4)=C3C(C=CC=C3)=CC=2)C2C=CC=CC=2)=CC=1.[Cl:47][C:48]1[C:53](I)=[CH:52][CH:51]=[CH:50][N:49]=1.C([O-])([O-])=O.[Cs+].[Cs+].[NH:61]1[CH2:66][CH2:65][O:64][CH2:63][CH2:62]1>CC([O-])=O.CC([O-])=O.[Pd+2].C1(C)C=CC=CC=1>[Cl:47][C:48]1[C:53]([N:61]2[CH2:66][CH2:65][O:64][CH2:63][CH2:62]2)=[CH:52][CH:51]=[CH:50][N:49]=1 |f:2.3.4,6.7.8|. Reactants: NC(=O)C1=C(C=C(C(=O)OC(C)(C)C)C=C1)[N+](=O)[O-] (1,1-dimethylethyl 4-(aminocarbonyl)-3-nitrobenzoate). Reagents/catalysts: [Pd] (palladium on charcoal). Solvent: C(C)(=O)OCC (ethyl acetate). Conditions: time 4 hour. The product is NC=1C=C(C(=O)OC(C)(C)C)C=CC1C(=O)N (1,1-dimethylethyl 3-amino-4-(aminocarbonyl)benzoate). Yield: 95.2%. Reaction SMILES: [NH2:1][C:2]([C:4]1[CH:16]=[CH:15][C:7]([C:8]([O:10][C:11]([CH3:14])([CH3:13])[CH3:12])=[O:9])=[CH:6][C:5]=1[N+:17]([O-])=O)=[O:3]>[Pd].C(OCC)(=O)C>[NH2:17][C:5]1[CH:6]=[C:7]([CH:15]=[CH:16][C:4]=1[C:2]([NH2:1])=[O:3])[C:8]([O:10][C:11]([CH3:14])([CH3:13])[CH3:12])=[O:9]. Procedure details: A mixture of 1,1-dimethylethyl 4-(aminocarbonyl)-3-nitrobenzoate (213 mg, 0.80 mmol), 10% palladium on charcoal (Degussa type, 200 mg) in ethyl acetate (20 mL) was shaken in a Parr hydrogenation apparatus at 35 psi for 4 hours. The reaction mixture was filtered and concentrated to give 1,1-dimethylethyl 3-amino-4-(aminocarbonyl)benzoate (180 mg, 95% yield). MS (EI) for C12H16N2O3: 237 (MH+). Yields the product Cc1ccc(C(=O)NC(C)C)cc1-c1nc(N2CCC(N3CCOCC3)CC2)nc2c1CNC(=O)N2c1c(F)cccc1F. Starting materials: C1CCOC1, CCN(C(C)C)C(C)C, Cc1ccc(C(=O)NC(C)C)cc1-c1nc(S(C)=O)nc2c1CNC(=O)N2c1c(F)cccc1F, C1CC(N2CCOCC2)CCN1. Reaction SMILES: [CH2:57]1[O:58][CH2:59][CH2:60][CH2:61]1.[CH:48]([N:49]([CH2:50][CH3:51])[CH:52]([CH3:53])[CH3:54])([CH3:55])[CH3:56].[F:1][c:2]1[c:3]([N:9]2[C:10](=[O:35])[NH:11][CH2:12][c:13]3[c:14]2[n:15][c:16]([S:32]([CH3:33])=[O:34])[n:17][c:18]3-[c:19]2[cH:20][c:21]([C:22](=[O:23])[NH:24][CH:25]([CH3:26])[CH3:27])[cH:28][cH:29][c:30]2[CH3:31])[c:4]([F:8])[cH:5][cH:6][cH:7]1.[NH:36]1[CH2:37][CH2:38][CH:39]([N:42]2[CH2:43][CH2:44][O:45][CH2:46][CH2:47]2)[CH2:40][CH2:41]1>>[F:1][c:2]1[c:3]([N:9]2[C:10](=[O:35])[NH:11][CH2:12][c:13]3[c:14]2[n:15][c:16]([N:36]2[CH2:37][CH2:38][CH:39]([N:42]4[CH2:43][CH2:44][O:45][CH2:46][CH2:47]4)[CH2:40][CH2:41]2)[n:17][c:18]3-[c:19]2[cH:20][c:21]([C:22](=[O:23])[NH:24][CH:25]([CH3:26])[CH3:27])[cH:28][cH:29][c:30]2[CH3:31])[c:4]([F:8])[cH:5][cH:6][cH:7]1. Reactants: imidoyl chloride, CC(C(CC(=O)OCC)=O)CC (ethyl 4-methyl-3-oxohexanoate), [O-]CC.[Na+] (sodium ethoxide), C(C)O (ethanol), [C@@H]([C@H](C(=O)[O-])O)(C(=O)[O-])O.[Na+].[K+] (Rochelle's salt), solution, [H-].C(C(C)C)[Al+]CC(C)C (diisobutylaluminum hydride), C1(=CC=CC=C1)C (toluene), ClC1=C(C=NO)C(=CC=C1)Cl (2,6-dichlorobenzaldehyde oxime), ClN1C(CCC1=O)=O (N-chlorosuccinimide), imidoyl chloride. The solvent is O1CCCC1 (tetrahydrofuran), CO (methanol), CCOCC (ether), C(C)(=O)OCC (ethyl acetate), O1CCCC1 (tetrahydrofuran), O1CCCC1 (tetrahydrofuran), CCOCC (ether), C(=O)=O (carbon dioxide), CN(C)C=O (DMF), ClCCl (dichloromethane). Yields the product ClC1=C(C(=CC=C1)Cl)C1=NOC(=C1CO)[C@@H](CC)C ({3-(2,6-dichlorophenyl)-5-[(1R)-1-methylpropyl]-4-isoxazolyl}methanol). The yield is 3.2%. Reaction SMILES: [Cl:1][C:2]1[CH:10]=[CH:9][CH:8]=[C:7]([Cl:11])[C:3]=1[CH:4]=[N:5][OH:6].ClN1C(=O)CCC1=O.[CH3:20][CH:21]([CH2:30][CH3:31])[C:22](=O)[CH2:23][C:24](OCC)=[O:25].[O-]CC.[Na+].C(O)C.[H-].C([Al+]CC(C)C)C(C)C.C1(C)C=CC=CC=1.[C@H](O)(C([O-])=O)[C@@H](O)C([O-])=O.[Na+].[K+]>CN(C=O)C.O1CCCC1.C(=O)=O.ClCCl.CO.C(OCC)(=O)C.CCOCC>[Cl:1][C:2]1[CH:10]=[CH:9][CH:8]=[C:7]([Cl:11])[C:3]=1[C:4]1[C:23]([CH2:24][OH:25])=[C:22]([C@H:21]([CH3:20])[CH2:30][CH3:31])[O:6][N:5]=1 |f:3.4,6.7,9.10.11|. Reported procedure: To a solution of 2,6-dichlorobenzaldehyde oxime (26.4 g, 139 mmol) in DMF (70 mL) at 5° C. was added solid N-chlorosuccinimide (18.6 g, 139 mmol) in portions. The mixture was allowed to stir and warm to ambient temperature (with occasional cooling when warming was noted) over approximately 1.5 hour and then poured into ether. The organic layer containing the crude imidoyl chloride was washed twice with water followed by brine, dried over magnesium sulfate and concentrated. To a separate solution... Starting materials: FC1=CC(=C(C=C1)N)N (4-Fluoro-1,2-phenylendiamine), ClC=1C(=CSC1)N=C=S (4-chloro-3-thienylisothiocyanat). Solvent: C1CCOC1 (THF), C1CCOC1 (THF). Conditions: time 8 hour. The product is NC1=C(C=CC(=C1)F)NC(=S)NC1=CSC=C1Cl (1-(2-Amino-4-fluoro-phenyl)-3-(4-chloro-thiophen-3-yl)-thiourea). RXN SMILES: [F:1][C:2]1[CH:7]=[CH:6][C:5]([NH2:8])=[C:4]([NH2:9])[CH:3]=1.[Cl:10][C:11]1[C:12]([N:16]=[C:17]=[S:18])=[CH:13][S:14][CH:15]=1>C1COCC1>[NH2:9][C:4]1[CH:3]=[C:2]([F:1])[CH:7]=[CH:6][C:5]=1[NH:8][C:17]([NH:16][C:12]1[C:11]([Cl:10])=[CH:15][S:14][CH:13]=1)=[S:18]. Procedure details: 4-Fluoro-1,2-phenylendiamine (900 mg) was dissolved in THF (25 ml) and 4-chloro-3-thienylisothiocyanat (example 52c), dissolved in THF (15 ml), was added with stirring. The solution was stirred for about 3 h at room temperature and stood overnight. Then the reaction mixture was concentrated und the residue purified by preparative HPLC. The product containing fractions were combined, the acetonitrile was removed, the aqueous residue made basic and three times extracted with ethyl acetate. The org...